From a dataset of the Open Reaction Database (ORD), a public repository of structured organic reaction records. describe an organic reaction: reactants, conditions, products, and yield The reactants are ClCCCCCC1=CC(=NS1)C (5-(5-chloropentyl)-3-methylisothiazole), [I-].[K+] (potassium iodide), ClC1=C(C(=CC(=C1)C=1OCCN1)Cl)O (2,6-dichloro-4-(4,5-dihydro-2-oxazolyl)phenol), [OH-].[K+] (potassium hydroxide), C(C)#N (acetonitrile). Yields the product ClC=1C=C(C=C(C1OC1=CC=CC(=C1)C1=CC(=NS1)C)Cl)C=1OCCN1 (2-{3,5-Dichloro-4-[(5-(3-methyl-5-isothiazolyl)penyl)-oxy]phenyl}-4,5-dihydro-oxazole). Reaction SMILES: Cl[CH2:2][CH2:3][CH2:4][CH2:5][CH2:6][C:7]1[S:11][N:10]=[C:9]([CH3:12])[CH:8]=1.[I-].[K+].[Cl:15][C:16]1[CH:21]=[C:20]([C:22]2[O:23][CH2:24][CH2:25][N:26]=2)[CH:19]=[C:18]([Cl:27])[C:17]=1[OH:28].[OH-].[K+].[C:31](#N)C>>[Cl:27][C:18]1[CH:19]=[C:20]([C:22]2[O:23][CH2:24][CH2:25][N:26]=2)[CH:21]=[C:16]([Cl:15])[C:17]=1[O:28][C:2]1[CH:31]=[C:6]([C:7]2[S:11][N:10]=[C:9]([CH3:12])[CH:8]=2)[CH:5]=[CH:4][CH:3]=1 |f:1.2,4.5|. Procedure details: A suspension of 6.5 g 5-(5-chloropentyl)-3-methylisothiazole, 5.3 g potassium iodide, 9.1 g 2,6-dichloro-4-(4,5-dihydro-2-oxazolyl)phenol and 3.9 g potassium hydroxide in 300 ml acetonitrile was heated at reflux for 40 hours. Filtration, concentration and flash filtration (silica gel; 1:1 hexane/ethyl acetate) gave 9.8 g of oily product which when crystallized from hexane at Dry Ice temperature gave 5.3 g 2-{3,5-dichloro-4-[(5-(3-methyl-5-isothiazolyl)pentyl)oxy]phenyl}-4,5-dihydro-oxazole as a ... Starting materials: O (water), ClC=1C(=NC=C(C1)C(F)(F)F)C(CNC(C1=C(C=CC=C1)C(F)(F)F)=O)=NO (N-[2-[3-chloro-5-(trifluoromethyl)pyridin-2-yl]-2-(hydroxyimino)ethyl]-2-(trifluoromethyl)benzamide), C([O-])([O-])=O.[K+].[K+] (potassium carbonate), IC(C)C (2-iodopropane). The solvent is CN(C=O)C (N,N-dimethylformamide). Run at time 12 hour. Yields the product ClC=1C(=NC=C(C1)C(F)(F)F)/C(/CNC(C1=C(C=CC=C1)C(F)(F)F)=O)=N/OC(C)C ((E)-N-[2-[3-chloro-5-(trifluoromethyl)pyridin-2-yl]-2-(isopropoxyimino)ethyl]-2-(trifluoromethyl)benzamide). The yield is 50.1%. RXN SMILES: [Cl:1][C:2]1[C:3]([C:12](=[N:27][OH:28])[CH2:13][NH:14][C:15](=[O:26])[C:16]2[CH:21]=[CH:20][CH:19]=[CH:18][C:17]=2[C:22]([F:25])([F:24])[F:23])=[N:4][CH:5]=[C:6]([C:8]([F:11])([F:10])[F:9])[CH:7]=1.C(=O)([O-])[O-].[K+].[K+].I[CH:36]([CH3:38])[CH3:37].O>CN(C)C=O>[Cl:1][C:2]1[C:3](/[C:12](=[N:27]/[O:28][CH:36]([CH3:38])[CH3:37])/[CH2:13][NH:14][C:15](=[O:26])[C:16]2[CH:21]=[CH:20][CH:19]=[CH:18][C:17]=2[C:22]([F:24])([F:25])[F:23])=[N:4][CH:5]=[C:6]([C:8]([F:10])([F:9])[F:11])[CH:7]=1 |f:1.2.3|. Procedure details: To a suspension of 20.00 g of N-[2-[3-chloro-5-(trifluoromethyl)pyridin-2-yl]-2-(hydroxyimino)ethyl]-2-(trifluoromethyl)benzamide and 19.48 g of potassium carbonate in 105 ml of N,N-dimethylformamide, 10.38 g of 2-iodopropane was added, and the mixture was stirred at room temperature for 12 hours. After completion of the reaction, the reaction mixture was mixed with 200 ml of water and extracted with ethyl acetate (100 ml×3), the resulting organic layers were combined, washed with water (100 ml×... Starting materials: FC=1C=C(OC=2C=CC(=C(C#N)C2)[N+](=O)[O-])C=C(C1)F (5-(3,5-Difluoro-phenoxy)-2-nitro-benzonitrile). The reagents and catalysts are [Pd] (Pd/C). Run in O1CCOCC1 (dioxane). The product is NC1=C(C#N)C=C(C=C1)OC1=CC(=CC(=C1)F)F (2-amino-5-(3,5-difluorophenoxy)benzonitrile). Isolated yield 70.7%. RXN SMILES: [F:1][C:2]1[CH:3]=[C:4]([CH:17]=[C:18]([F:20])[CH:19]=1)[O:5][C:6]1[CH:7]=[CH:8][C:9]([N+:14]([O-])=O)=[C:10]([CH:13]=1)[C:11]#[N:12]>O1CCOCC1.[Pd]>[NH2:14][C:9]1[CH:8]=[CH:7][C:6]([O:5][C:4]2[CH:17]=[C:18]([F:20])[CH:19]=[C:2]([F:1])[CH:3]=2)=[CH:13][C:10]=1[C:11]#[N:12]. Procedure: 5-(3,5-Difluoro-phenoxy)-2-nitro-benzonitrile (7.65 g, 27.7 mmol) in dioxane (80 mL) was treated with 10% Pd/C (765 mg) and hydrogenated at 45 psi. After 6 hours the reaction was filtered through a celite funnel and washed with MeOH. The volatiles were evaporated. After purification over silica gel (eluent: hexane:EtOAc 7:3), 4.82 g of title compound were obtained as a pale yellow solid in 71% yield. The product is COC1(c2ccccc2)N=CC(=O)N(C)c2ccc([N+](=O)[O-])cc21. RXN SMILES: [CH3:1][O:2][C:3]1([c:18]2[cH:19][cH:20][cH:21][cH:22][cH:23]2)[N:4]=[CH:5][C:6](=[O:17])[NH:7][c:8]2[c:9]1[cH:10][c:11]([N+:14](=[O:15])[O-:16])[cH:12][cH:13]2.[CH3:24][N:25]([CH3:26])[CH:27]=[O:28].[CH3:31][I:32].[CH3:33][CH2:34][O:35][CH2:36][CH3:37].[H-:29].[Na+:30].[OH2:38]>>[CH3:1][O:2][C:3]1([c:18]2[cH:19][cH:20][cH:21][cH:22][cH:23]2)[N:4]=[CH:5][C:6](=[O:17])[N:7]([CH3:24])[c:8]2[c:9]1[cH:10][c:11]([N+:14](=[O:15])[O-:16])[cH:12][cH:13]2. Starting materials: COC1(c2ccccc2)N=CC(=O)Nc2ccc([N+](=O)[O-])cc21, CN(C)C=O, CI, CCOCC, [H-], [Na+], O.